This data is from the Open Reaction Database (ORD), a public repository of structured organic reaction records. The task is: describe an organic reaction: reactants, conditions, products, and yield Starting materials: NCC1CC2CC2N1C(=O)c1nc(N)sc1-c1cccc(F)c1, O=C(O)c1cccc2c1OCO2. The product is Nc1nc(C(=O)N2C(CNC(=O)c3cccc4c3OCO4)CC3CC32)c(-c2cccc(F)c2)s1. RXN SMILES: [NH2:1][c:2]1[s:3][c:4](-[c:17]2[cH:18][c:19]([F:23])[cH:20][cH:21][cH:22]2)[c:5]([C:7](=[O:8])[N:9]2[CH:10]3[CH2:11][CH:12]3[CH2:13][CH:14]2[CH2:15][NH2:16])[n:6]1.[O:24]1[CH2:25][O:26][c:27]2[c:28]1[cH:29][cH:30][cH:31][c:32]2[C:33](=[O:34])[OH:35]>>[NH2:1][c:2]1[s:3][c:4](-[c:17]2[cH:18][c:19]([F:23])[cH:20][cH:21][cH:22]2)[c:5]([C:7](=[O:8])[N:9]2[CH:10]3[CH2:11][CH:12]3[CH2:13][CH:14]2[CH2:15][NH:16][C:33]([c:32]2[c:27]3[c:28]([cH:29][cH:30][cH:31]2)[O:24][CH2:25][O:26]3)=[O:34])[n:6]1. The reactants are COC=1C(=CC2=C(OCCO2)C1)N1CCNCC1 (4-(2,3-dihydro-7-methoxybenzo-1,4-dioxin-6-yl)piperazine), C(\C=C\C(=O)[O-])(=O)[O-] (fumarate). The product is COC=1C(=CC2=C(OCCO2)C1)N1CCN(CC1)CC1CC2=CC=CC=C2C1 (4-(2,3-Dihydro-7-methoxybenzo-1,4-dioxin-6-yl)-1-[(indan-2-yl)methyl]piperazine). As a reaction SMILES: [CH3:1][O:2][C:3]1[C:4]([N:13]2[CH2:18][CH2:17][NH:16][CH2:15][CH2:14]2)=[CH:5][C:6]2[O:11][CH2:10][CH2:9][O:8][C:7]=2[CH:12]=1.[C:19]([O-])(=O)/[CH:20]=[CH:21]/[C:22]([O-])=O>>[CH3:1][O:2][C:3]1[C:4]([N:13]2[CH2:14][CH2:15][N:16]([CH2:19][CH:20]3[CH2:6][C:7]4[C:22](=[CH:5][CH:4]=[CH:3][CH:12]=4)[CH2:21]3)[CH2:17][CH2:18]2)=[CH:5][C:6]2[O:11][CH2:10][CH2:9][O:8][C:7]=2[CH:12]=1. Reported procedure: Prepared as described in Example 9, starting from 4-(2,3-dihydro-7-methoxybenzo-1,4-dioxin-6-yl)piperazine (Preparation 5). The fumarate of the title compound melts at 176°-178° C. (ethanol). Starting materials: COCCl, CN(C)C=O, COc1cc(C=C2C(=O)NC(=O)C2=Cc2ccccc2)cc(OC)c1OC, [H-], [Na+]. Yields the product COCN1C(=O)C(=Cc2ccccc2)C(=Cc2cc(OC)c(OC)c(OC)c2)C1=O. As a reaction SMILES: [CH3:30][O:31][CH2:32][Cl:33].[CH3:34][N:35]([CH3:36])[CH:37]=[O:38].[CH:3]([c:4]1[cH:5][cH:6][cH:7][cH:8][cH:9]1)=[C:10]1[C:11](=[O:29])[NH:12][C:13](=[O:28])[C:14]1=[CH:15][c:16]1[cH:17][c:18]([O:26][CH3:27])[c:19]([O:24][CH3:25])[c:20]([O:22][CH3:23])[cH:21]1.[H-:1].[Na+:2]>>[CH:3]([c:4]1[cH:5][cH:6][cH:7][cH:8][cH:9]1)=[C:10]1[C:11](=[O:29])[N:12]([CH2:32][O:31][CH3:30])[C:13](=[O:28])[C:14]1=[CH:15][c:16]1[cH:17][c:18]([O:26][CH3:27])[c:19]([O:24][CH3:25])[c:20]([O:22][CH3:23])[cH:21]1. Reported procedure: A solution of 1,1-dimethylethyl (2-{4-[(2S,4R)-1-acetyl-2-methyl-4-(4-pyridinylamino)-1,2,3,4-tetrahydro-6-quinolinyl]-1H-pyrazol-1-yl}ethyl)methylcarbamate (for a preparation see intermediate 59) (147 mg, 0.291 mmol) in dichloromethane (DCM) (3 mL) at room temperature under nitrogen was treated with trifluoroacetic acid (TFA) (0.449 mL, 5.83 mmol). The resulting mixture was stirred at this temperature for 2 h then concentrated in vacuo. The residue was co-evaporated with DCM then was dissolved ... Reaction SMILES: [C:1]([N:4]1[C:13]2[C:8](=[CH:9][C:10]([C:14]3[CH:15]=[N:16][N:17]([CH2:19][CH2:20][N:21](C)[C:22](=[O:28])[O:23]C(C)(C)C)[CH:18]=3)=[CH:11][CH:12]=2)[C@H:7]([NH:30][C:31]2[CH:36]=[CH:35][N:34]=[CH:33][CH:32]=2)[CH2:6][C@@H:5]1[CH3:37])(=[O:3])[CH3:2].FC(F)(F)C(O)=O>ClCCl>[CH:22]([OH:28])=[O:23].[C:1]([N:4]1[C:13]2[C:8](=[CH:9][C:10]([C:14]3[CH:15]=[N:16][N:17]([CH2:19][CH2:20][NH:21][CH3:22])[CH:18]=3)=[CH:11][CH:12]=2)[C@H:7]([NH:30][C:31]2[CH:36]=[CH:35][N:34]=[CH:33][CH:32]=2)[CH2:6][C@@H:5]1[CH3:37])(=[O:3])[CH3:2] |f:3.4|. Run at time 2 hour. The product is C(=O)O.C(C)(=O)N1[C@H](C[C@H](C2=CC(=CC=C12)C=1C=NN(C1)CCNC)NC1=CC=NC=C1)C ((2S,4R)-1-acetyl-2-methyl-6-{1-[2-(methylamino)ethyl]-1H-pyrazol-4-yl}-N-4-pyridinyl-1,2,3,4-tetrahydro-4-quinolinamine formate salt). Isolated yield 45.7%. Run in ClCCl (dichloromethane). Starting materials: C(C)(=O)N1[C@H](C[C@H](C2=CC(=CC=C12)C=1C=NN(C1)CCN(C(OC(C)(C)C)=O)C)NC1=CC=NC=C1)C (1,1-dimethylethyl (2-{4-[(2S,4R)-1-acetyl-2-methyl-4-(4-pyridinylamino)-1,2,3,4-tetrahydro-6-quinolinyl]-1H-pyrazol-1-yl}ethyl)methylcarbamate), intermediate 59, FC(C(=O)O)(F)F (trifluoroacetic acid). Reactants: saturated aqueous solution, [Cl-].[NH4+] (ammonium chloride), C(Cl)Cl (methylene chloride), aqueous solution, [OH-].[Na+] (sodium hydroxide), C1(=CC=CC=C1)CCNC(\C(=N/OC)\C=1N=C(SC1)N=CN(C)C)=O ((Z)-N-(2-Phenylethyl)-2-(2-dimethylaminomethylidenaminothiazol-4-yl)-2-methoxyiminoacetamide). Solvent: CO (methanol). Conditions: time 2 day. The product is C1(=CC=CC=C1)CCNC(\C(=N/OC)\C=1N=C(SC1)N)=O ((Z)-N-(2-phenylethyl)-2-(2-aminothiazol-4-yl)-2-methoxyiminoacetamide). Isolated yield 82.1%. As a reaction SMILES: [C:1]1([CH2:7][CH2:8][NH:9][C:10](=[O:25])/[C:11](/[C:15]2[N:16]=[C:17]([N:20]=CN(C)C)[S:18][CH:19]=2)=[N:12]\[O:13][CH3:14])[CH:6]=[CH:5][CH:4]=[CH:3][CH:2]=1.[OH-].[Na+].[Cl-].[NH4+].C(Cl)Cl>CO>[C:1]1([CH2:7][CH2:8][NH:9][C:10](=[O:25])/[C:11](/[C:15]2[N:16]=[C:17]([NH2:20])[S:18][CH:19]=2)=[N:12]\[O:13][CH3:14])[CH:2]=[CH:3][CH:4]=[CH:5][CH:6]=1 |f:1.2,3.4|. Reported procedure: (Z)-N-(2-Phenylethyl)-2-(2-dimethylaminomethylidenaminothiazol-4-yl)-2-methoxyiminoacetamide (130 mg, 0.36 mmol) was dissolved in 4 ml of methanol, followed by the addition of 1 ml of a 1N aqueous solution of sodium hydroxide. The mixture so obtained was stirred at room temperature for 2 days. The reaction mixture was then added with 20 ml of a saturated aqueous solution of ammonium chloride and 20 ml of methylene chloride. The resulting mixture was then allowed to separate into an organic phase...